Dataset: the Open Reaction Database (ORD), a public repository of structured organic reaction records. Task: describe an organic reaction: reactants, conditions, products, and yield Starting materials: C(C)(C)(C)OC(=O)N[C@@H](C(C)C)C=O (N-tert-butoxycarbonyl-L-valinal), O[C@H](C(=O)N[C@@H](CC(=O)OC(C1=CC=CC=C1)C1=CC=CC=C1)C1=CC=CC=C1)[C@@H]([C@@H]([C@H](CO)NC([C@@H](N)CC(C)C)=O)O)O (diphenylmethyl (S)-3-[(2S,3R,4R,5S)-2,3,4,6-tetrahydroxy-5-(L-leucyl)aminohexanoyl]amino-3-phenylpropionate), C(#N)[BH3-].[Na+] (sodium cyanoborohydride). Solvent: CO (methanol). Run at temperature 0 celsius, time 18 hour. The product is N[C@H](CN[C@@H](CC(C)C)C(=O)N[C@H]([C@H]([C@H]([C@@H](C(=O)N[C@@H](CC(=O)O)C1=CC=CC=C1)O)O)O)CO)C(C)C ((S)-3-[(2S,3R,4R,5S)-5-(N-((S)-2-amino-3-methylbutyl)-L-leucyl)amino-2,3,4,6-tetrahydroxyhexanoyl]amino-3-phenylpropionic acid). Yield: 10.3%. As a reaction SMILES: C(OC([NH:8][C@H:9]([CH:13]=O)[CH:10]([CH3:12])[CH3:11])=O)(C)(C)C.[OH:15][C@@H:16]([C@H:44]([OH:59])[C@H:45]([OH:58])[C@@H:46]([NH:49][C:50](=[O:57])[C@H:51]([CH2:53][CH:54]([CH3:56])[CH3:55])[NH2:52])[CH2:47][OH:48])[C:17]([NH:19][C@H:20]([C:38]1[CH:43]=[CH:42][CH:41]=[CH:40][CH:39]=1)[CH2:21][C:22]([O:24]C(C1C=CC=CC=1)C1C=CC=CC=1)=[O:23])=[O:18].C([BH3-])#N.[Na+]>CO>[NH2:8][C@@H:9]([CH:10]([CH3:12])[CH3:11])[CH2:13][NH:52][C@H:51]([C:50]([NH:49][C@@H:46]([CH2:47][OH:48])[C@@H:45]([OH:58])[C@@H:44]([OH:59])[C@H:16]([OH:15])[C:17]([NH:19][C@H:20]([C:38]1[CH:43]=[CH:42][CH:41]=[CH:40][CH:39]=1)[CH2:21][C:22]([OH:24])=[O:23])=[O:18])=[O:57])[CH2:53][CH:54]([CH3:56])[CH3:55] |f:2.3|. Procedure: To a solution of N-tert-butoxycarbonyl-L-valinal (240 mg) and diphenylmethyl (S)-3-[(2S,3R,4R,5S)-2,3,4,6-tetrahydroxy-5-(L-leucyl)aminohexanoyl]amino-3-phenylpropionate (278 mg) in methanol (10 ml) was added sodium cyanoborohydride (63 mg) at 0° C. and the mixture was stirred at 0° C. for 2 hours and at room temperature for 18 hours. After concentration under reduced pressure, the residue was subjected to flush silica gel column chromatography, followed by elution with ethyl acetate-methanol(20... Starting materials: c1ccc2c3c([nH]c2c1)C(c1ccc2c(c1)OCO2)NCC3, CCOC(C)=O, Clc1ncccn1, CN(C)C=O. Product: c1cnc(N2CCc3c([nH]c4ccccc34)C2c2ccc3c(c2)OCO3)nc1. As a reaction SMILES: [CH2:1]1[O:2][c:3]2[cH:4][c:5]([CH:10]3[NH:11][CH2:12][CH2:13][c:14]4[c:15]5[cH:16][cH:17][cH:18][cH:19][c:20]5[nH:21][c:22]43)[cH:6][cH:7][c:8]2[O:9]1.[CH3:35][CH2:36][O:37][C:38](=[O:39])[CH3:40].[Cl:23][c:24]1[n:25][cH:26][cH:27][cH:28][n:29]1.[O:30]=[CH:31][N:32]([CH3:33])[CH3:34]>>[CH2:1]1[O:2][c:3]2[cH:4][c:5]([CH:10]3[N:11]([c:24]4[n:25][cH:26][cH:27][cH:28][n:29]4)[CH2:12][CH2:13][c:14]4[c:15]5[cH:16][cH:17][cH:18][cH:19][c:20]5[nH:21][c:22]43)[cH:6][cH:7][c:8]2[O:9]1. The reactants are C(C(C)(C)C)(=O)OC[C@H](C=1C(=C2C=CC(=NC2=CC1Cl)C)C1=CC=C(C=C1)Cl)OC(C)(C)C ((S)-2-tert-butoxy-2-(7-chloro-5-(4-chlorophenyl)-2-methylquinolin-6-yl)ethyl pivalate), C(C(C)(C)C)(=O)OC[C@@H](O)C=1C(=C2C=CC(=NC2=CC1C)C)C1=CC=C(C=C1)Cl ((S)-2-(5-(4-chlorophenyl)-2,7-dimethylquinolin-6-yl)-2-hydroxyethyl pivalate). The product is C(C(C)(C)C)(=O)OC[C@H](C=1C(=C2C=CC(=NC2=CC1C)C)C1=CC=C(C=C1)Cl)OC(C)(C)C ((S)-2-tert-butoxy-2-(5-(4-chlorophenyl)-2,7-dimethylquinolin-6-yl)ethyl pivalate). Reaction SMILES: [C:1]([O:7][CH2:8][C@@H:9]([O:29][C:30]([CH3:33])([CH3:32])[CH3:31])[C:10]1[C:11]([C:22]2[CH:27]=[CH:26][C:25]([Cl:28])=[CH:24][CH:23]=2)=[C:12]2[C:17](=[CH:18][C:19]=1Cl)[N:16]=[C:15]([CH3:21])[CH:14]=[CH:13]2)(=[O:6])[C:2]([CH3:5])([CH3:4])[CH3:3].[C:34](OC[C@H](C1C(C2C=CC(Cl)=CC=2)=C2C(=CC=1C)N=C(C)C=C2)O)(=O)C(C)(C)C>>[C:1]([O:7][CH2:8][C@@H:9]([O:29][C:30]([CH3:33])([CH3:32])[CH3:31])[C:10]1[C:11]([C:22]2[CH:27]=[CH:26][C:25]([Cl:28])=[CH:24][CH:23]=2)=[C:12]2[C:17](=[CH:18][C:19]=1[CH3:34])[N:16]=[C:15]([CH3:21])[CH:14]=[CH:13]2)(=[O:6])[C:2]([CH3:3])([CH3:4])[CH3:5]. Reported procedure: Compound 2I was prepared following the procedure used to prepare compound 1J of Example 1, except that (S)-2-(5-(4-chlorophenyl)-2,7-dimethylquinolin-6-yl)-2-hydroxyethyl pivalate (2H) was used instead of compound 1I. LCMS-ESI+ (m/z): 468.3, 470.3 (M+H)+. The reactants are C(C)(C)(C)OC(=O)N1C[C@@H]([C@H](CC1)C1=CC=C(C=C1)OCCCOCC1=C(C=CC=C1)OC)OCC1=CC=C2CCCN(C2=C1)CC#N ((3R,4R)-3-(1-cyanomethyl-1,2,3,4-tetrahydro-quinolin-7-ylmethoxy)-4-[4-[3-(2-methoxy-benzyloxy)-propoxy]-phenyl]-piperidine-1-carboxylic acid tert-butyl ester), Cl.CO (HCl methanol). The product is COC1=C(COCCCOC2=CC=C(C=C2)[C@@H]2[C@H](CNCC2)OCC2=CC=C3CCCN(C3=C2)CC#N)C=CC=C1 ((3R,4R)-[7-(4-[4-[3-(2-methoxy-benzyloxy)-propoxy]-phenyl]-piperidin-3-yloxymethyl)-3,4-dihydro-2H-quinolin-1-yl]-acetonitrile). Reaction SMILES: C(OC([N:8]1[CH2:13][CH2:12][C@H:11]([C:14]2[CH:19]=[CH:18][C:17]([O:20][CH2:21][CH2:22][CH2:23][O:24][CH2:25][C:26]3[CH:31]=[CH:30][CH:29]=[CH:28][C:27]=3[O:32][CH3:33])=[CH:16][CH:15]=2)[C@@H:10]([O:34][CH2:35][C:36]2[CH:45]=[C:44]3[C:39]([CH2:40][CH2:41][CH2:42][N:43]3[CH2:46][C:47]#[N:48])=[CH:38][CH:37]=2)[CH2:9]1)=O)(C)(C)C.Cl.CO>>[CH3:33][O:32][C:27]1[CH:28]=[CH:29][CH:30]=[CH:31][C:26]=1[CH2:25][O:24][CH2:23][CH2:22][CH2:21][O:20][C:17]1[CH:16]=[CH:15][C:14]([C@H:11]2[CH2:12][CH2:13][NH:8][CH2:9][C@@H:10]2[O:34][CH2:35][C:36]2[CH:45]=[C:44]3[C:39]([CH2:40][CH2:41][CH2:42][N:43]3[CH2:46][C:47]#[N:48])=[CH:38][CH:37]=2)=[CH:19][CH:18]=1 |f:1.2|. Procedure: In analogy to the procedure described in example 4(b), the (3R,4R)-3-(1-cyanomethyl-1,2,3,4-tetrahydro-quinolin-7-ylmethoxy)-4-[4-[3-(2-methoxy-benzyloxy)-propoxy]-phenyl]-piperidine-1-carboxylic acid tert-butyl ester was deprotected with HCl/methanol to yield the (3R,4R)-[7-(4-[4-[3-(2-methoxy-benzyloxy)-propoxy]-phenyl]-piperidin-3-yloxymethyl)-3,4-dihydro-2H-quinolin-1-yl]-acetonitrile as a yellow oil; MS: 556 (M+H)+. Starting materials: ice water, [I-].C[S+](=O)(C)C (trimethyl sulfoxonium iodide), [OH-].[Na+] (sodium hydroxide), FC1=C(C(=CC=C1)F)CC(C=C)=O (2,6-difluoro-phenyl-3-buten-2-one). Solvent: CS(=O)C (DMSO), CS(=O)C (DMSO). Run at time 0.5 hour. The product is FC1=C(C(=CC=C1)F)[C@H]1[C@@H](C1)C(C)=O (trans-1-(2,6 difluorophenyl)-2-acetylcyclopropane). Isolated yield 68.3%. Reaction SMILES: [I-].[CH3:2][S+](C)(C)=O.[OH-:7].[Na+].[F:9][C:10]1[CH:15]=[CH:14][CH:13]=[C:12]([F:16])[C:11]=1[CH2:17][C:18](=O)[CH:19]=[CH2:20]>CS(C)=O>[F:9][C:10]1[CH:15]=[CH:14][CH:13]=[C:12]([F:16])[C:11]=1[C@@H:17]1[CH2:2][C@H:18]1[C:19](=[O:7])[CH3:20] |f:0.1,2.3|. Procedure: To a 500 ml round bottom flask equipped with magnetic stirrer, nitrogen inlet and addition funnel was charged 2.47 g (11.2 mmoles) of trimethyl sulfoxonium iodide, 0.448 g (11.2 mmole) of powdered sodium hydroxide, and 50 mls DMSO. The mixture was stirred at room temperature for 0.5 hour, followed by the rapid addition of 2.04 g (11.2 mmole) 2,6-difluoro-phenyl-3-buten-2-one in 25 ml DMSO in one portion. The reaction was stirred for 15 minutes at ambient temperature, poured into 200 mls of ice w... Starting materials: [Si](C)(C)(C(C)(C)C)OCC1(CC=2N(CCS1)C(=NN2)C2(CC2)C2=CC=C(C=C2)B2OC(C(O2)(C)C)(C)C)C (8-({[Tert-butyl(dimethyl)silyl]oxy}methyl)-8-methyl-3-{1-[4-(4,4,5,5-tetramethyl-1,3,2-dioxaborolan-2-yl)phenyl]cyclopropyl}-5,6,8,9-tetrahydro[1,2,4]triazolo[4,3-d][1,4]thiazepine), BrC=1C(=NC=CC1)C(F)(F)F (3-bromo-2-trifluoromethyl pyridine), C([O-])([O-])=O.[K+].[K+] (potassium carbonate), C(O)([O-])=O.[Na+] (sodium hydrogencarbonate). Reagents/catalysts: C=1C=CC(=CC1)[P](C=2C=CC=CC2)(C=3C=CC=CC3)[Pd]([P](C=4C=CC=CC4)(C=5C=CC=CC5)C=6C=CC=CC6)([P](C=7C=CC=CC7)(C=8C=CC=CC8)C=9C=CC=CC9)[P](C=1C=CC=CC1)(C=1C=CC=CC1)C=1C=CC=CC1 (tetrakis(triphenylphosphine)palladium(0)). Run in C(OC)COC (dimethoxyethane), O (water). Run at time 16 hour. Product: CC1(CC=2N(CCS1)C(=NN2)C2(CC2)C2=CC=C(C=C2)C=2C(=NC=CC2)C(F)(F)F)CO ([8-Methyl-3-(1-{4-[2-(trifluoromethyl)pyridin-3-yl]phenyl}cyclopropyl)-5,6,8,9-tetrahydro[1,2,4]triazolo[4,3-d][1,4]thiazepin-8-yl]methanol). The yield is 29.3%. RXN SMILES: [Si]([O:8][CH2:9][C:10]1([CH3:38])[S:16][CH2:15][CH2:14][N:13]2[C:17]([C:20]3([C:23]4[CH:28]=[CH:27][C:26](B5OC(C)(C)C(C)(C)O5)=[CH:25][CH:24]=4)[CH2:22][CH2:21]3)=[N:18][N:19]=[C:12]2[CH2:11]1)(C(C)(C)C)(C)C.Br[C:40]1[C:41]([C:46]([F:49])([F:48])[F:47])=[N:42][CH:43]=[CH:44][CH:45]=1.C(=O)([O-])[O-].[K+].[K+].C(=O)([O-])O.[Na+]>C(COC)OC.O.C1C=CC([P]([Pd]([P](C2C=CC=CC=2)(C2C=CC=CC=2)C2C=CC=CC=2)([P](C2C=CC=CC=2)(C2C=CC=CC=2)C2C=CC=CC=2)[P](C2C=CC=CC=2)(C2C=CC=CC=2)C2C=CC=CC=2)(C2C=CC=CC=2)C2C=CC=CC=2)=CC=1>[CH3:38][C:10]1([CH2:9][OH:8])[S:16][CH2:15][CH2:14][N:13]2[C:17]([C:20]3([C:23]4[CH:28]=[CH:27][C:26]([C:40]5[C:41]([C:46]([F:49])([F:48])[F:47])=[N:42][CH:43]=[CH:44][CH:45]=5)=[CH:25][CH:24]=4)[CH2:22][CH2:21]3)=[N:18][N:19]=[C:12]2[CH2:11]1 |f:2.3.4,5.6,^1:71,73,92,111|. Reported procedure: A solution of the compound (555 mg, 1.0 mmol) obtained in Example 16-5), 3-bromo-2-trifluoromethyl pyridine (339 mg, 1.5 mmol), tetrakis(triphenylphosphine)palladium(0) (231 mg, 0.2 mmol), and potassium carbonate (276 mg, 2 mmol) in dimethoxyethane (4 mL) and water (1 mL) was stirred at 130° C. for 1.5 h under microwave irradiation. The reaction mixture was cooled to room temperature, saturated aqueous sodium hydrogencarbonate was added to the reaction mixture, the mixture was extracted with dic...